From a dataset of the Open Reaction Database (ORD), a public repository of structured organic reaction records. describe an organic reaction: reactants, conditions, products, and yield Reactants: CC(C)(C)OC(=O)N1CCN(C2CCC2)CC1, ClCCl, O=C(O)C(F)(F)F. The product is C1CC(N2CCNCC2)C1. RXN SMILES: [CH:8]1([N:12]2[CH2:13][CH2:14][N:15]([C:18]([O:19][C:20]([CH3:21])([CH3:22])[CH3:23])=[O:24])[CH2:16][CH2:17]2)[CH2:9][CH2:10][CH2:11]1.[Cl:25][CH2:26][Cl:27].[OH:1][C:2]([C:3]([F:4])([F:5])[F:6])=[O:7]>>[CH:8]1([N:12]2[CH2:13][CH2:14][NH:15][CH2:16][CH2:17]2)[CH2:9][CH2:10][CH2:11]1. Starting materials: C(=O)C1=C(OCC(=O)OCC)C=CC(=C1)C (ethyl 2-(2-formyl-4-methylphenoxy)acetate), C(=O)([O-])[O-].[K+].[K+] (K2CO3). The solvent is CN(C)C=O (DMF). Reaction conditions: temperature 90 celsius, time 3 hour. The product is CC=1C=CC2=C(C=C(O2)C(=O)OCC)C1 (ethyl 5-methylbenzofuran-2-carboxylate). Isolated yield 58.3%. Reaction SMILES: [CH:1]([C:3]1[CH:15]=[C:14]([CH3:16])[CH:13]=[CH:12][C:4]=1[O:5][CH2:6][C:7]([O:9][CH2:10][CH3:11])=[O:8])=O.C([O-])([O-])=O.[K+].[K+]>CN(C=O)C>[CH3:16][C:14]1[CH:13]=[CH:12][C:4]2[O:5][C:6]([C:7]([O:9][CH2:10][CH3:11])=[O:8])=[CH:1][C:3]=2[CH:15]=1 |f:1.2.3|. Procedure details: To a solution of ethyl 2-(2-formyl-4-methylphenoxy)acetate (2.24 g, 10.08 mmol) in 15 mL of DMF was added K2CO3 (2.79 g, 20.16 mmol), the mixture was stirred under nitrogen at 90° C. for 3 hr. After cooling to room temperature, the mixture was filtered through Celite, and washed with DCM. The combined filtrate was concentrated, and the resulting residue was purified by silica gel flash chromatography, 100% Heptane-20% Ethyl Acetate/80% Heptane, to give a white solid, ethyl 5-methylbenzofuran-2-c... Starting materials: C(CC)[C@@H]1CC[C@H](CC1)C=C (trans-4-propyl-1-vinylcyclohexane), ClC(C(=O)Cl)(Cl)Cl (trichloroacetyl chloride). Run in C(C)OCC (diethyl ether). Product: C(CC)[C@@H]1CC[C@H](CC1)C1C(C(C1)=O)(Cl)Cl (3-(trans-4-Propylcyclohexyl)-2,2-dichlorocyclobutanone). As a reaction SMILES: [CH2:1]([C@H:4]1[CH2:9][CH2:8][C@H:7]([CH:10]=[CH2:11])[CH2:6][CH2:5]1)[CH2:2][CH3:3].[Cl:12][C:13]([Cl:18])(Cl)[C:14](Cl)=[O:15]>C(OCC)C>[CH2:1]([C@H:4]1[CH2:5][CH2:6][C@H:7]([CH:10]2[CH2:11][C:14](=[O:15])[C:13]2([Cl:18])[Cl:12])[CH2:8][CH2:9]1)[CH2:2][CH3:3]. Reported procedure: A mixture of 0.25 mol of trans-4-propyl-1-vinylcyclohexane (prepared according to WO 88/02357) and 800 ml of diethyl ether is reacted with trichloroacetyl chloride in accordance with Example 1B. The reactants are CCOC(C)=O, CC(C)(C)[O-], Cc1ccccc1, O=C(C=Cc1ccccc1)C=Cc1ccccc1, O=C(C=Cc1ccccc1)C=Cc1ccccc1, CC(C)C1=CC(C(C)C)=C(c2ccccc2)C(C(C)C)(P(C2CCCCC2)C2CCCCC2)C1, O=C(C=Cc1ccccc1)C=Cc1ccccc1, Clc1ccc2c(N3CCCC3)ncnc2c1, [K+], CC(C)(C)OC(=O)N1CCNCC1, O, [Pd], [Pd]. The product is CC(C)(C)OC(=O)N1CCN(c2ccc3c(N4CCCC4)ncnc3c2)CC1. As a reaction SMILES: [CH3:133][CH2:134][O:135][C:136](=[O:137])[CH3:138].[CH3:1][C:2]([CH3:3])([O-:4])[CH3:5].[CH3:70][c:71]1[cH:72][cH:73][cH:74][cH:75][cH:76]1.[CH:115](=[CH:116][C:117]([CH:118]=[CH:119][c:120]1[cH:121][cH:122][cH:123][cH:124][cH:125]1)=[O:126])[c:127]1[cH:128][cH:129][cH:130][cH:131][cH:132]1.[CH:79](=[CH:80][C:81]([CH:82]=[CH:83][c:84]1[cH:85][cH:86][cH:87][cH:88][cH:89]1)=[O:90])[c:91]1[cH:92][cH:93][cH:94][cH:95][cH:96]1.[CH:7]1([P:8]([CH:9]2[CH2:10][CH2:11][CH2:12][CH2:13][CH2:14]2)[C:15]2([CH:16]([CH3:17])[CH3:18])[CH2:19][C:20]([CH:21]([CH3:22])[CH3:23])=[CH:24][C:25]([CH:26]([CH3:27])[CH3:28])=[C:29]2[c:30]2[cH:31][cH:32][cH:33][cH:34][cH:35]2)[CH2:36][CH2:37][CH2:38][CH2:39][CH2:40]1.[CH:97](=[CH:98][C:99]([CH:100]=[CH:101][c:102]1[cH:103][cH:104][cH:105][cH:106][cH:107]1)=[O:108])[c:109]1[cH:110][cH:111][cH:112][cH:113][cH:114]1.[Cl:41][c:42]1[cH:43][cH:44][c:45]2[c:46]([N:52]3[CH2:53][CH2:54][CH2:55][CH2:56]3)[n:47][cH:48][n:49][c:50]2[cH:51]1.[K+:6].[N:57]1([C:63](=[O:64])[O:65][C:66]([CH3:67])([CH3:68])[CH3:69])[CH2:58][CH2:59][NH:60][CH2:61][CH2:62]1.[OH2:139].[Pd:77].[Pd:78]>>[c:42]1([N:60]2[CH2:59][CH2:58][N:57]([C:63](=[O:64])[O:65][C:66]([CH3:67])([CH3:68])[CH3:69])[CH2:62][CH2:61]2)[cH:43][cH:44][c:45]2[c:46]([N:52]3[CH2:53][CH2:54][CH2:55][CH2:56]3)[n:47][cH:48][n:49][c:50]2[cH:51]1. Starting materials: O (Water), Cl.CN(CCCN=C=NCC)C (1-(3-Dimethylaminopropyl)-3-ethylcarbodiimide hydrochloride), COCOC1=CC=C(C=C1)C(C1=C(N(C2=CC=CC=C12)CCN(C)C)C(=O)O)C1=CC=C(C=C1)OCOC (3-{bis[4-(methoxymethoxy)phenyl]methyl}-1-(2-dimethylaminoethyl)indole-2-carboxylic acid), C(CC)N (propylamine). Solvent: C(Cl)Cl (methylene chloride). Conditions: time 3.5 hour. The product is C(CC)NC(=O)C=1N(C2=CC=CC=C2C1C(C1=CC=C(C=C1)OCOC)C1=CC=C(C=C1)OCOC)CCN(C)C (N-Propyl-3-{bis[4-(methoxymethoxy)phenyl]methyl}-1-(2-dimethylaminoethyl)indole-2-carboxamide). As a reaction SMILES: Cl.C[N:3](C)[CH2:4][CH2:5][CH2:6]N=C=NCC.[CH3:13][O:14][CH2:15][O:16][C:17]1[CH:22]=[CH:21][C:20]([CH:23]([C:41]2[CH:46]=[CH:45][C:44]([O:47][CH2:48][O:49][CH3:50])=[CH:43][CH:42]=2)[C:24]2[C:32]3[C:27](=[CH:28][CH:29]=[CH:30][CH:31]=3)[N:26]([CH2:33][CH2:34][N:35]([CH3:37])[CH3:36])[C:25]=2[C:38](O)=[O:39])=[CH:19][CH:18]=1.C(N)CC.O>C(Cl)Cl>[CH2:4]([NH:3][C:38]([C:25]1[N:26]([CH2:33][CH2:34][N:35]([CH3:36])[CH3:37])[C:27]2[C:32]([C:24]=1[CH:23]([C:20]1[CH:21]=[CH:22][C:17]([O:16][CH2:15][O:14][CH3:13])=[CH:18][CH:19]=1)[C:41]1[CH:46]=[CH:45][C:44]([O:47][CH2:48][O:49][CH3:50])=[CH:43][CH:42]=1)=[CH:31][CH:30]=[CH:29][CH:28]=2)=[O:39])[CH2:5][CH3:6] |f:0.1|. Procedure details: 1-(3-Dimethylaminopropyl)-3-ethylcarbodiimide hydrochloride (728 mg, 3.80 mmol) was added to a solution of 3-{bis[4-(methoxymethoxy)phenyl]methyl}-1-(2-dimethylaminoethyl)indole-2-carboxylic acid (1.0 g, 1.90 mmol) obtained in Example 48 and propylamine (0.23 ml, 2.85 mmol) in 10 ml of methylene chloride, followed by stirring at room temperature for 3.5 hours. Water was added to the reaction solution followed by extraction with chloroform. The resulting organic layer was washed successively with... Starting materials: N1C(=NC=C1)CC1=CC=C(S1)C(CCC(=O)O)=O (4-[5-(1-imidazolylmethyl)-thien-2-yl]-4-oxobutyric acid), CNN (methylhydrazine). The solvent is O (water). Run at temperature 90 celsius. Product: N1C(=NC=C1)CC1=CC=C(S1)C=1CCC(N(N1)C)=O (6-[5-(1-Imidazolylmethyl)-thien-2-yl]-2-methyl-3-oxo-2,3,4,5-tetrahydro-pyridazine). As a reaction SMILES: [NH:1]1[CH:5]=[CH:4][N:3]=[C:2]1[CH2:6][C:7]1[S:11][C:10]([C:12](=O)[CH2:13][CH2:14][C:15]([OH:17])=O)=[CH:9][CH:8]=1.[CH3:19][NH:20][NH2:21]>O>[NH:3]1[CH:4]=[CH:5][N:1]=[C:2]1[CH2:6][C:7]1[S:11][C:10]([C:12]2[CH2:13][CH2:14][C:15](=[O:17])[N:20]([CH3:19])[N:21]=2)=[CH:9][CH:8]=1. Reported procedure: A mixture of 8.7 g of 4-[5-(1-imidazolylmethyl)-thien-2-yl]-4-oxobutyric acid, 2.9 ml methylhydrazine and 100 ml water was heated at 90° C. for 2 hours. After cooling, the precipitated solid was filtered off, dissolved in chloroform, the chloroform phase washed with dilute caustic soda solution and with water, dried over sodium sulfate and evaporated. The residue was purified by column chromatography (Silica gel//chloroform) and finally recrystallized from ethanol. Starting materials: OC1=CC=C2C(C=C(OC2=C1)C(=O)OCC)=O (ethyl 7-hydroxychromone-2-carboxylate), Cl (hydrochloric acid), solid. The reagents and catalysts are [Pd] (Pd/C). The solvent is CCO (EtOH). Yields the product OC1=CC=C2CCC(OC2=C1)C(=O)OCC (Ethyl 7-hydroxychromane-2-carboxylate). Reaction SMILES: [OH:1][C:2]1[CH:11]=[C:10]2[C:5]([C:6](=O)[CH:7]=[C:8]([C:12]([O:14][CH2:15][CH3:16])=[O:13])[O:9]2)=[CH:4][CH:3]=1.Cl>[Pd].CCO>[OH:1][C:2]1[CH:11]=[C:10]2[C:5]([CH2:6][CH2:7][CH:8]([C:12]([O:14][CH2:15][CH3:16])=[O:13])[O:9]2)=[CH:4][CH:3]=1. Procedure: To a large hydrogenation vessel were added ethyl 7-hydroxychromone-2-carboxylate (=ethyl 7-hydroxy-4-oxo-4H-chromene-2-carboxylate) (675.4 g, 2.88 mol), EtOH 4 liters, conc. hydrochloric acid 40 ml. The resulting suspension was combined with 5% Pd/C 68 g, and subjected to hydrogenation condition (H2, 40 psi, rt) overnight. The reaction mixture was filtered through a pad of celite to remove the catalyst. The filtrate was concentrated to give thick oily material, which solidified upon standing. Ta...